From a dataset of the Open Reaction Database (ORD), a public repository of structured organic reaction records. describe an organic reaction: reactants, conditions, products, and yield The reactants are methanolic solution, C(O)([O-])=O.[Na+] (sodium hydrogencarbonate), OC1=CC=C(C(C2=CC=CC=C2)=NO)C=C1 (4-hydroxybenzophenone oxime), C(C)(=O)[O-].[NH4+] (ammonium acetate), C(#N)[BH3-].[Na+] (sodium cyanoborohydride), [OH-].[Na+] (sodium hydroxide). Reagents/catalysts: [Cl-].[Cl-].[Cl-].[Ti+3] (titanium trichloride). The solvent is C(C)(=O)OCC (ethyl acetate). Yields the product OC1=CC=C(C(C2=CC=CC=C2)N)C=C1 (4-Hydroxybenzhydrylamine). RXN SMILES: [OH:1][C:2]1[CH:16]=[CH:15][C:5]([C:6](=[N:13]O)[C:7]2[CH:12]=[CH:11][CH:10]=[CH:9][CH:8]=2)=[CH:4][CH:3]=1.C([O-])(=O)C.[NH4+].C([BH3-])#N.[Na+].C(=O)([O-])O.[Na+].[OH-].[Na+]>[Cl-].[Cl-].[Cl-].[Ti+3].C(OCC)(=O)C>[OH:1][C:2]1[CH:3]=[CH:4][C:5]([CH:6]([NH2:13])[C:7]2[CH:12]=[CH:11][CH:10]=[CH:9][CH:8]=2)=[CH:15][CH:16]=1 |f:1.2,3.4,5.6,7.8,9.10.11.12|. Procedure details: A procedure similar to that described in Preparation 12 was repeated, but using 86 ml of a methanolic solution containing 4.28 g of 4-hydroxybenzophenone oxime, 17.03 g of ammonium acetate, 3.79 g of sodium cyanoborohydride, and 40.1 ml of a 17-19% by volume aqueous solution of titanium trichloride, and using a dilute aqueous solution of sodium hydrogencarbonate instead of the aqueous solution of sodium hydroxide, and using ethyl acetate as the extracting solvent. The residue obtained was subjec... Starting materials: COC1=CC=C(C(=O)N[C@H]2CN(CCC2)C=2N=C(C(=NC2)C(=O)N)NC2=CC=C(C=C2)C2CCNCC2)C=C1 ((R)-5-(3-(4-methoxybenzamido)piperidin-1-yl)-3-(4-(piperidin-4-yl)phenylamino)pyrazine-2-carboxamide), ClCCCl (1,2-dichloroethane), CC(=O)C (acetone), C(C)(=O)O (acetic acid), CCN(C(C)C)C(C)C (DIEA), [BH-](OC(=O)C)(OC(=O)C)OC(=O)C.[Na+] (NaBH(OAc)3). Run in O (water), O1CCOCC1 (dioxane). Run at time 2 hour. Product: C(C)(C)N1CCC(CC1)C1=CC=C(C=C1)NC=1C(=NC=C(N1)N1C[C@@H](CCC1)NC(C1=CC=C(C=C1)OC)=O)C(=O)N ((R)-3-(4-(1-isopropylpiperidin-4-yl)phenylamino)-5-(3-(4-methoxybenzamido)piperidin-1-yl)pyrazine-2-carboxamide), Cl (HCl). As a reaction SMILES: [CH3:1][O:2][C:3]1[CH:39]=[CH:38][C:6]([C:7]([NH:9][C@@H:10]2[CH2:15][CH2:14][CH2:13][N:12]([C:16]3[N:17]=[C:18]([NH:25][C:26]4[CH:31]=[CH:30][C:29]([CH:32]5[CH2:37][CH2:36][NH:35][CH2:34][CH2:33]5)=[CH:28][CH:27]=4)[C:19]([C:22]([NH2:24])=[O:23])=[N:20][CH:21]=3)[CH2:11]2)=[O:8])=[CH:5][CH:4]=1.CCN(C(C)C)[CH:43]([CH3:45])[CH3:44].CC(C)=O.C(O)(=O)C.[BH-](OC(C)=O)(OC(C)=O)OC(C)=O.[Na+].[Cl:71]CCCl>O.O1CCOCC1>[CH:43]([N:35]1[CH2:36][CH2:37][CH:32]([C:29]2[CH:30]=[CH:31][C:26]([NH:25][C:18]3[C:19]([C:22]([NH2:24])=[O:23])=[N:20][CH:21]=[C:16]([N:12]4[CH2:13][CH2:14][CH2:15][C@@H:10]([NH:9][C:7](=[O:8])[C:6]5[CH:5]=[CH:4][C:3]([O:2][CH3:1])=[CH:39][CH:38]=5)[CH2:11]4)[N:17]=3)=[CH:27][CH:28]=2)[CH2:33][CH2:34]1)([CH3:45])[CH3:44].[ClH:71] |f:4.5|. Reported procedure: Compound 163 (70 mg, 0.12 mmol) was dissolved in 8 mL 1,2-dichloroethane and 8 mL dioxane with DIEA (105 μL, 0.60 mmol). To it was added acetone (180 μL, 2.4 mmol). The mixture was stirred at RT for 2 h. To it were added acetic acid (68 μL, 1.2 mmol) and then NaBH(OAc)3 (127 mg, 0.60 mmol). The mixture was stirred for overnight. It was diluted with 2 mL water, concentrated in vacuo, treated with TFA (0.2 mL) and subjected to reverse phase preparative HPLC to isolate (R)-3-(4-(1-isopropylpiperidi... Reactants: C(=O)N(C1=C(C=CC=C1C(F)(F)F)CC)C(C(=O)OCC)=CO (ethyl 2-(N-formyl-2-ethyl-6-trifluoromethylanilino)-3-hydroxyacrylate), Cl (hydrochloric acid), C(=O)N (formamide). Product: C(C)C1=C(C(=CC=C1)C(F)(F)F)N1C=NC=C1C(=O)OCC (Ethyl 1-(2-ethyl-6-trifluoromethylphenyl)imidazole-5-carboxylate). Reaction SMILES: [CH:1]([N:3]([C:16](=[CH:22]O)[C:17]([O:19][CH2:20][CH3:21])=[O:18])[C:4]1[C:9]([C:10]([F:13])([F:12])[F:11])=[CH:8][CH:7]=[CH:6][C:5]=1[CH2:14][CH3:15])=O.Cl.C([NH2:27])=O>>[CH2:14]([C:5]1[CH:6]=[CH:7][CH:8]=[C:9]([C:10]([F:13])([F:12])[F:11])[C:4]=1[N:3]1[C:16]([C:17]([O:19][CH2:20][CH3:21])=[O:18])=[CH:22][N:27]=[CH:1]1)[CH3:15]. Reported procedure: 1.3 g (3.9 mmol) of ethyl 2-(N-formyl-2-ethyl-6-trifluoromethylanilino)-3-hydroxyacrylate were heated for 4 hours at 150° C. with 20 ml of formamide and 5 ml of concentrated hydrochloric acid. After cooling, the mixture was extracted twice with diisopropyl ether, and the organic phase was washed with water, dried over sodium sulfate and evaporated. After chromatographic purification, 0.7 g (57% of theory) of ethyl 1-(2-ethyl-6-trifluoromethylphenyl)imidazole-5-carboxylate, a colorless oil, was o... Product: C(C1=CC=CC=C1)C1N(C(C(N(C(CS(CC(NC(C(N(C(C(NC(C(N(C(CN(C(C(NC(C(N(C1=O)C)CC(C)C)=O)[C@@H](C)O)=O)C)=O)C)CC(C)C)=O)COC(C)(C)C)=O)C)[C@@H](C)CC)=O)C(=O)N1CCCCC1)(=O)=O)=O)C)C)=O)C (8-benzyl-23-(tert-butoxymethyl)-26-((S)-sec-butyl)-14-((R)-1-hydroxyethyl)-11,20-diisobutyl-4,5,7,10,16,19,25-heptamethyl-29-(piperidine-1-carbonyl)-1-thia-4,7,10,13,16,19,22,25,28-nonaazacyclotriacontane-3,6,9,12,15,18,21,24,27-nonaone 1,1-dioxide). Conditions: time 14 hour. Run in CO (methanol). Procedure details: (5S,8S,11S,14S,20S,23S,26S,29R)-8-Benzyl-23-(tert-butoxymethyl)-26-((S)-sec-butyl)-14-((R)-1-hydroxyethyl)-11,20-diisobutyl-4,5,7,10,16,19,25-heptamethyl-29-(piperidine-1-carbonyl)-1-thia-4,7,10,13,16,19,22,25,28-nonaazacyclotriacontane-3,6,9,12,15,18,21,24,27-nonone (9.6 mg, 8.19×10−3 mmol) was dissolved in methanol (0.6 ml), and water (0.3 ml) was added. While stirring the solution, oxone (15.1 mg, 2.46×10−2 mmol) was added. The reaction mixture was stirred at room temperature for 14 hours, an... Reactants: CS(=O)C (DMSO), C(C1=CC=CC=C1)[C@@H]1N(C([C@@H](N(C(CSC[C@H](NC([C@@H](N(C([C@@H](NC([C@@H](N(C(CN(C([C@@H](NC([C@@H](N(C1=O)C)CC(C)C)=O)[C@@H](C)O)=O)C)=O)C)CC(C)C)=O)COC(C)(C)C)=O)C)[C@@H](C)CC)=O)C(=O)N1CCCCC1)=O)C)C)=O)C ((5S,8S,11S,14S,20S,23S,26S,29R)-8-Benzyl-23-(tert-butoxymethyl)-26-((S)-sec-butyl)-14-((R)-1-hydroxyethyl)-11,20-diisobutyl-4,5,7,10,16,19,25-heptamethyl-29-(piperidine-1-carbonyl)-1-thia-4,7,10,13,16,19,22,25,28-nonaazacyclotriacontane-3,6,9,12,15,18,21,24,27-nonone), OOS(=O)[O-].[K+] (oxone), O (water). RXN SMILES: [CH2:1]([C@H:8]1[C:37](=[O:38])[N:36]([CH3:39])[C@@H:35]([CH2:40][CH:41]([CH3:43])[CH3:42])[C:34](=[O:44])[NH:33][C@@H:32]([C@H:45]([OH:47])[CH3:46])[C:31](=[O:48])[N:30]([CH3:49])[CH2:29][C:28](=[O:50])[N:27]([CH3:51])[C@@H:26]([CH2:52][CH:53]([CH3:55])[CH3:54])[C:25](=[O:56])[NH:24][C@@H:23]([CH2:57][O:58][C:59]([CH3:62])([CH3:61])[CH3:60])[C:22](=[O:63])[N:21]([CH3:64])[C@@H:20]([C@H:65]([CH2:67][CH3:68])[CH3:66])[C:19](=[O:69])[NH:18][C@H:17]([C:70]([N:72]2[CH2:77][CH2:76][CH2:75][CH2:74][CH2:73]2)=[O:71])[CH2:16]S[CH2:14][C:13](=[O:78])[N:12]([CH3:79])[C@@H:11]([CH3:80])[C:10](=[O:81])[N:9]1[CH3:82])[C:2]1[CH:7]=[CH:6][CH:5]=[CH:4][CH:3]=1.O.O[O:85][S:86]([O-:88])=O.[K+].CS(C)=O>CO>[CH2:1]([CH:8]1[C:37](=[O:38])[N:36]([CH3:39])[CH:35]([CH2:40][CH:41]([CH3:42])[CH3:43])[C:34](=[O:44])[NH:33][CH:32]([C@H:45]([OH:47])[CH3:46])[C:31](=[O:48])[N:30]([CH3:49])[CH2:29][C:28](=[O:50])[N:27]([CH3:51])[CH:26]([CH2:52][CH:53]([CH3:54])[CH3:55])[C:25](=[O:56])[NH:24][CH:23]([CH2:57][O:58][C:59]([CH3:60])([CH3:62])[CH3:61])[C:22](=[O:63])[N:21]([CH3:64])[CH:20]([C@H:65]([CH2:67][CH3:68])[CH3:66])[C:19](=[O:69])[NH:18][CH:17]([C:70]([N:72]2[CH2:77][CH2:76][CH2:75][CH2:74][CH2:73]2)=[O:71])[CH2:16][S:86](=[O:88])(=[O:85])[CH2:14][C:13](=[O:78])[N:12]([CH3:79])[CH:11]([CH3:80])[C:10](=[O:81])[N:9]1[CH3:82])[C:2]1[CH:3]=[CH:4][CH:5]=[CH:6][CH:7]=1 |f:2.3|. The yield is 84.2%. Starting materials: CCc1nc(Cc2ccccc2)sc1C1CCNCC1, CCC(CC)C(C(=O)O)N1CC(C=O)C(c2cccc(F)c2)C1. The product is CCc1nc(Cc2ccccc2)sc1C1CCN(CC2CN(C(C(=O)O)C(CC)CC)CC2c2cccc(F)c2)CC1. RXN SMILES: [CH2:24]([c:25]1[cH:26][cH:27][cH:28][cH:29][cH:30]1)[c:31]1[s:32][c:33]([CH:38]2[CH2:39][CH2:40][NH:41][CH2:42][CH2:43]2)[c:34]([CH2:36][CH3:37])[n:35]1.[CH:1](=[O:2])[CH:3]1[CH2:4][N:5]([CH:15]([C:16](=[O:17])[OH:18])[CH:19]([CH2:20][CH3:21])[CH2:22][CH3:23])[CH2:6][CH:7]1[c:8]1[cH:9][c:10]([F:14])[cH:11][cH:12][cH:13]1>>[CH2:1]([CH:3]1[CH2:4][N:5]([CH:15]([C:16](=[O:17])[OH:18])[CH:19]([CH2:20][CH3:21])[CH2:22][CH3:23])[CH2:6][CH:7]1[c:8]1[cH:9][c:10]([F:14])[cH:11][cH:12][cH:13]1)[N:41]1[CH2:40][CH2:39][CH:38]([c:33]2[s:32][c:31]([CH2:24][c:25]3[cH:26][cH:27][cH:28][cH:29][cH:30]3)[n:35][c:34]2[CH2:36][CH3:37])[CH2:43][CH2:42]1. Reactants: BrC=1SC=CN1 (2-bromothiazole), N1CCNCC1 (piperazine), C([O-])([O-])=O.[K+].[K+] (potassium carbonate), [I-].[K+] (potassium iodide). Run in C(C)#N (acetonitrile). Yields the product N (ammonia), S1C(=NC=C1)N1CCNCC1 (1-(2-thiazolyl)piperazine). Yield: 140.3%. RXN SMILES: Br[C:2]1[S:3][CH:4]=[CH:5][N:6]=1.[NH:7]1[CH2:12][CH2:11][NH:10][CH2:9][CH2:8]1.C(=O)([O-])[O-].[K+].[K+].[I-].[K+]>C(#N)C>[NH3:6].[S:3]1[CH:4]=[CH:5][N:6]=[C:2]1[N:7]1[CH2:12][CH2:11][NH:10][CH2:9][CH2:8]1 |f:2.3.4,5.6|. Procedure details: In 50 ml of acetonitrile was dissolved 5.0 g (0.0305 mole) of 2-bromothiazole, and 13.3 g (0.153 mole) of piperazine, 8.4 g (0.061 mole) of potassium carbonate and a catalytic amount of potassium iodide were added thereto. The mixture was refluxed by heating for 5 hours. The mixture was cooled to room temperature and then filtered. The filtrate was concentrated under reduced pressure, and the residue was applied to silica gel column chromatography (the eluent used was a mixture of chloroform: me... Starting materials: C(C1=CC=CC=C1)OC1=CC(=C(C(=C1)C)B(O)O)C ([4-(Benzyloxy)-2,6-dimethylphenyl]boronic acid), C(C)(=O)NC1=C(C=C(C(=O)OCC)C=C1)Br (ethyl 4-(acetylamino)-3-bromobenzoate), C1(CCCCC1)P(C1=C(C=CC=C1)C1=C(C=CC=C1OC)OC)C1CCCCC1 (dicyclohexyl(2′,6′-dimethoxybiphenyl-2-yl)phosphine). Reagents/catalysts: C=1C=CC(=CC1)/C=C/C(=O)/C=C/C2=CC=CC=C2.C=1C=CC(=CC1)/C=C/C(=O)/C=C/C2=CC=CC=C2.C=1C=CC(=CC1)/C=C/C(=O)/C=C/C2=CC=CC=C2.[Pd].[Pd] (tris(dibenzylideneacetone)dipalladium(0)). Run in [Cl-].[Na+].O (brine), C([O-])([O-])=O.[Na+].[Na+] (sodium carbonate), C1(=CC=CC=C1)C (toluene), COCCOC (1,2-dimethoxyethane). Yields the product C(C)(=O)NC1=CC=C(C=C1C1=C(C=C(C=C1C)OCC1=CC=CC=C1)C)C(=O)OCC (ethyl 6-(acetylamino)-4′-(benzyloxy)-2′,6′-dimethylbiphenyl-3-carboxylate). The yield is 96.0%. As a reaction SMILES: [CH2:1]([O:8][C:9]1[CH:14]=[C:13]([CH3:15])[C:12](B(O)O)=[C:11]([CH3:19])[CH:10]=1)[C:2]1[CH:7]=[CH:6][CH:5]=[CH:4][CH:3]=1.[C:20]([NH:23][C:24]1[CH:34]=[CH:33][C:27]([C:28]([O:30][CH2:31][CH3:32])=[O:29])=[CH:26][C:25]=1Br)(=[O:22])[CH3:21].C1(P(C2CCCCC2)C2C=CC=CC=2C2C(OC)=CC=CC=2OC)CCCCC1>C(=O)([O-])[O-].[Na+].[Na+].C1(C)C=CC=CC=1.COCCOC.[Cl-].[Na+].O.C1C=CC(/C=C/C(/C=C/C2C=CC=CC=2)=O)=CC=1.C1C=CC(/C=C/C(/C=C/C2C=CC=CC=2)=O)=CC=1.C1C=CC(/C=C/C(/C=C/C2C=CC=CC=2)=O)=CC=1.[Pd].[Pd]>[C:20]([NH:23][C:24]1[C:34]([C:12]2[C:13]([CH3:15])=[CH:14][C:9]([O:8][CH2:1][C:2]3[CH:7]=[CH:6][CH:5]=[CH:4][CH:3]=3)=[CH:10][C:11]=2[CH3:19])=[CH:33][C:27]([C:28]([O:30][CH2:31][CH3:32])=[O:29])=[CH:26][CH:25]=1)(=[O:22])[CH3:21] |f:3.4.5,8.9.10,11.12.13.14.15|. Procedure details: [4-(Benzyloxy)-2,6-dimethylphenyl]boronic acid (333 mg, 1.30 mmol) and ethyl 4-(acetylamino)-3-bromobenzoate (286 mg, 1.00 mmol) were dissolved in a mixture of 2 M aqueous sodium carbonate solution (1.30 mL), toluene (10 mL) and 1,2-dimethoxyethane (1 mL), the air was substituted with argon gas, and dicyclohexyl(2′,6′-dimethoxybiphenyl-2-yl)phosphine (65.7 mg, 0.16 mmol) and tris(dibenzylideneacetone)dipalladium(0) (36.6 mg, 0.04 mmol) were added. The reaction mixture was heated under reflux und... Starting materials: CCOC(=O)Cc1sc(C(C)(C)c2c(Cl)cc(-n3ncc(=O)[nH]c3=O)cc2Cl)nc1-c1ccccc1, C1CCOC1, CCOC(C)=O, CO, Cl, [Na+], [OH-]. Yields the product CC(C)(c1nc(-c2ccccc2)c(CC(=O)O)s1)c1c(Cl)cc(-n2ncc(=O)[nH]c2=O)cc1Cl. As a reaction SMILES: [CH2:1]([CH3:2])[O:3][C:4]([CH2:5][c:6]1[c:7](-[c:30]2[cH:31][cH:32][cH:33][cH:34][cH:35]2)[n:8][c:9]([C:11]([CH3:12])([CH3:13])[c:14]2[c:15]([Cl:29])[cH:16][c:17](-[n:21]3[n:22][cH:23][c:24](=[O:28])[nH:25][c:26]3=[O:27])[cH:18][c:19]2[Cl:20])[s:10]1)=[O:36].[CH2:48]1[O:49][CH2:50][CH2:51][CH2:52]1.[CH3:40][CH2:41][O:42][C:43]([CH3:44])=[O:45].[CH3:46][OH:47].[ClH:39].[Na+:38].[OH-:37]>>[O:3]=[C:4]([CH2:5][c:6]1[c:7](-[c:30]2[cH:31][cH:32][cH:33][cH:34][cH:35]2)[n:8][c:9]([C:11]([CH3:12])([CH3:13])[c:14]2[c:15]([Cl:29])[cH:16][c:17](-[n:21]3[n:22][cH:23][c:24](=[O:28])[nH:25][c:26]3=[O:27])[cH:18][c:19]2[Cl:20])[s:10]1)[OH:36]. The reactants are [BH4-], CO, CCCc1cc(C(O)(C(F)(F)F)C(F)(F)F)ccc1C=O, [Na+]. Yields the product CCCc1cc(C(O)(C(F)(F)F)C(F)(F)F)ccc1CO. RXN SMILES: [BH4-:22].[CH3:24][OH:25].[F:1][C:2]([C:3]([C:4]([F:5])([F:6])[F:7])([OH:8])[c:9]1[cH:10][c:11]([CH2:17][CH2:18][CH3:19])[c:12]([CH:13]=[O:14])[cH:15][cH:16]1)([F:20])[F:21].[Na+:23]>>[F:1][C:2]([C:3]([C:4]([F:5])([F:6])[F:7])([OH:8])[c:9]1[cH:10][c:11]([CH2:17][CH2:18][CH3:19])[c:12]([CH2:13][OH:14])[cH:15][cH:16]1)([F:20])[F:21].